Task: describe an organic reaction: reactants, conditions, products, and yield. Dataset: the Open Reaction Database (ORD), a public repository of structured organic reaction records Reaction SMILES: [Br:23][CH2:24][CH2:25][CH2:26][CH2:27][C:28](=[O:29])[O:30][CH2:31][CH3:32].[CH3:33][CH2:34][O:35][C:36]([CH3:37])=[O:38].[CH3:39][OH:40].[Cl:41][CH2:42][Cl:43].[OH:1][c:2]1[cH:3][cH:4][c:5]2[c:6]([CH2:19][C:20](=[O:21])[NH2:22])[c:7]([CH3:18])[n:8]([CH2:11][c:12]3[cH:13][cH:14][cH:15][cH:16][cH:17]3)[c:9]2[cH:10]1>>[O:1]([c:2]1[cH:3][cH:4][c:5]2[c:6]([CH2:19][C:20](=[O:21])[NH2:22])[c:7]([CH3:18])[n:8]([CH2:11][c:12]3[cH:13][cH:14][cH:15][cH:16][cH:17]3)[c:9]2[cH:10]1)[CH2:24][CH2:25][CH2:26][CH2:27][C:28](=[O:29])[O:30][CH2:31][CH3:32]. The product is CCOC(=O)CCCCOc1ccc2c(CC(N)=O)c(C)n(Cc3ccccc3)c2c1. Reactants: CCOC(=O)CCCCBr, CCOC(C)=O, CO, ClCCl, Cc1c(CC(N)=O)c2ccc(O)cc2n1Cc1ccccc1. Reactants: Cl (hydrochloric acid), Cl (HCl), ( 14 ), C(C)(=O)[O-].[Na+] (sodium acetate), ice water, ClCCl (dichloromethane), [C@H]1([C@H](O)[C@@H](O)[C@H](O)[C@H](O1)CO)OCC1=CC=C(O1)C=NO (5-(α-D-glucopyranosyloxymethyl)-furan-2-carboxaldehyde oxime), [C@H]1([C@H](O)[C@@H](O)[C@H](O)[C@H](O1)CO)OCC1=CC=C(O1)C=NO (5-(α-D-glucopyranosyloxymethyl)-furan-2-carboxaldehyde oxime), [C@H]1([C@H](O)[C@@H](O)[C@H](O)[C@H](O1)CO)OCC1=CC=C(O1)C=NO (5-(α-D-glucopyranosyloxymethyl)-furan-2-carboxaldehyde oxime), C(C)(=O)[O-].[Na+] (sodium acetate). Solvent: C1(=CC=CC=C1)C.CC(=O)C (toluene acetone), C(Cl)(Cl)Cl (chloroform), C(C)(=O)OC(C)=O (acetic anhydride). Reaction conditions: time 30 minute. The product is C(C)(=O)O[C@H]1[C@H](O[C@@H]([C@H]([C@@H]1OC(C)=O)OC(C)=O)COC(C)=O)OCC1=CC=C(O1)C#N (5-(2',3',4',6'-tetra-O-acetyl-α-D-glucopyranosyloxymethyl)-furan-2-carbonitrile). Yield: 78.0%. RXN SMILES: [C@H:1]1([O:12][CH2:13][C:14]2[O:18][C:17]([CH:19]=[N:20]O)=[CH:16][CH:15]=2)[O:9][C@H:8]([CH2:10][OH:11])[C@@H:6]([OH:7])[C@H:4]([OH:5])[C@H:2]1[OH:3].[C:22]([O-:25])(=O)[CH3:23].[Na+].Cl.ClCCl>C(OC(=O)C)(=O)C.C1(C)C=CC=CC=1.CC(C)=O.C(Cl)(Cl)Cl>[C:2]([O:3][C@@H:2]1[C@@H:4]([O:5][C:4](=[O:5])[CH3:6])[C@H:6]([O:7][C:8](=[O:9])[CH3:10])[C@@H:8]([CH2:10][O:11][C:22](=[O:25])[CH3:23])[O:9][C@@H:1]1[O:12][CH2:13][C:14]1[O:18][C:17]([C:19]#[N:20])=[CH:16][CH:15]=1)(=[O:3])[CH3:1] |f:1.2,6.7|. Reported procedure: A suspension of 3.0 g (10 mmol) GMF oxime (formula 9, product of Example 9) and 1.0 g freshly-melted sodium acetate in 10 ml acetic anhydride was stirred for 30 min at room temperature. The now clear solution was then made slightly acid with mineral acid by addition of hydrochloric acid (4 ml 4N HCl, 1.3 mole equiv. based on the sodium acetate used) and heated for a short time (5-8 min) to 60° C. Stirring into ice water, extraction with dichloromethane and evaporation of the combined extracts ga... The reactants are C(C)OC(CCCCC1=CC=CC(=N1)NCC1=CC=C(C=C1)OC)=O (5-[2-(4-methoxybenzylamino)pyridin-6-yl]pentanoic acid ethyl ester). Run in C(=O)(C(F)(F)F)O (TFA). Product: C(C)OC(CCCCC1=CC=CC(=N1)N)=O (5-(2-Aminopyridin-6-yl)pentanoic acid ethyl ester). Reaction SMILES: [CH2:1]([O:3][C:4](=[O:25])[CH2:5][CH2:6][CH2:7][CH2:8][C:9]1[N:14]=[C:13]([NH:15]CC2C=CC(OC)=CC=2)[CH:12]=[CH:11][CH:10]=1)[CH3:2]>C(O)(C(F)(F)F)=O>[CH2:1]([O:3][C:4](=[O:25])[CH2:5][CH2:6][CH2:7][CH2:8][C:9]1[N:14]=[C:13]([NH2:15])[CH:12]=[CH:11][CH:10]=1)[CH3:2]. Reported procedure: The ester 16-3 (5.7 g) in TFA (75 mL) was heated at 60° C. for 2 hours then cooled and the excess TFA removed in vacuo. The residue was diluted with water, made basic with NaHCO3 and extracted with ether (3×). After washing the ether layer with saturated NaHCO3 then brine, it was dried (Na2SO4) and concentrated to give a viscous oil. Purification by silica gel chromatography (hexane:EtOAc 3:7) afforded the title compound 16-4 as an oil. Starting materials: [NH4+].[Cl-] (NH4Cl), solution, BrC1=CC=C(C=2C[C@H](COC21)N(CC2=CC=CC=C2)CC2=CC=CC=C2)OC ((R)-8-Bromo-3-(N,N-dibenzylamino)-5-methoxy-3,4-dihydro-2H-1-benzopyran), C1=CC=C(C=C1)S(=O)(=O)N(F)S(=O)(=O)C2=CC=CC=C2 (N-Fluorobenzenesulfonimide), C(=O)([O-])[O-].[Na+].[Na+] (Na2CO3), N (NH3), Cl (HCl), [Li]CCCC (n-BuLi), NO (NH2OH). The solvent is C1CCOC1 (THF), C1CCOC1 (THF), O (H2O). Run at temperature -78 celsius, time 1 hour. Yields the product C(C1=CC=CC=C1)N(CC1=CC=CC=C1)[C@H]1COC2=C(C1)C(=CC=C2F)OC ((R)-3-(N,N-Dibenzylamino)-8-fluoro-5-methoxy-3,4-dihydro-2H-1-benzopyran). Isolated yield 40.1%. Reaction SMILES: Br[C:2]1[C:11]2[O:10][CH2:9][C@H:8]([N:12]([CH2:20][C:21]3[CH:26]=[CH:25][CH:24]=[CH:23][CH:22]=3)[CH2:13][C:14]3[CH:19]=[CH:18][CH:17]=[CH:16][CH:15]=3)[CH2:7][C:6]=2[C:5]([O:27][CH3:28])=[CH:4][CH:3]=1.[Li]CCCC.C1C=CC(S(N(S(C2C=CC=CC=2)(=O)=O)[F:44])(=O)=O)=CC=1.[NH4+].[Cl-].NO.Cl.C([O-])([O-])=O.[Na+].[Na+].N>C1COCC1.O>[CH2:13]([N:12]([C@@H:8]1[CH2:7][C:6]2[C:5]([O:27][CH3:28])=[CH:4][CH:3]=[C:2]([F:44])[C:11]=2[O:10][CH2:9]1)[CH2:20][C:21]1[CH:22]=[CH:23][CH:24]=[CH:25][CH:26]=1)[C:14]1[CH:15]=[CH:16][CH:17]=[CH:18][CH:19]=1 |f:3.4,7.8.9|. Procedure details: (R)-8-Bromo-3-(N,N-dibenzylamino)-5-methoxy-3,4-dihydro-2H-1-benzopyran (4.35 g, 9.9 mmol) was dissolved in 45 mL of anhydrous THF and cooled to -78° C. To this was a 1.6M n-BuLi solution (6.8 mL, 10.9 mmol) added dropwise and the mixture was allowed to stir at -78° C. for 1 h. N-Fluorobenzenesulfonimide (3.8 g, 11.9 mmol), dissolved in 30 mL anhydrous THF, was added dropwise over 45 min and allowed to stir at -78° C. for 1 h. The reaction was stopped by adding 3 mL saturated NH4Cl followed by 9... The reactants are CC1=C(C=C(C=C1)C)SCCC(=O)O (3-[(2,5-dimethylphenyl)thio]propanoic acid). The solvent is S(O)(O)(=O)=O (sulfuric acid). Run at time 1 hour. Yields the product CC1=C2C(CCSC2=C(C=C1)C)=O (5,8-Dimethyl-4-thiochromanone). As a reaction SMILES: [CH3:1][C:2]1[CH:7]=[CH:6][C:5]([CH3:8])=[CH:4][C:3]=1[S:9][CH2:10][CH2:11][C:12]([OH:14])=O>S(=O)(=O)(O)O>[CH3:8][C:5]1[CH:6]=[CH:7][C:2]([CH3:1])=[C:3]2[C:4]=1[C:12](=[O:14])[CH2:11][CH2:10][S:9]2. Reported procedure: At −10° C., 100 g (0.48 mol) of 3-[(2,5-dimethylphenyl)thio]propanoic acid were dissolved in 2200 ml of conc. sulfuric acid. The reaction solution was stirred at room temperature for 1 h and then poured onto crushed ice. The aqueous solution was extracted with a diethyl ether/hexane mixture (1:9) (6×500 ml). The combined organic phases were dried over MgSO4 and concentrated completely using a rotary evaporator.